Task: describe an organic reaction: reactants, conditions, products, and yield. Dataset: the Open Reaction Database (ORD), a public repository of structured organic reaction records Procedure details: A solution of 3-(2-fluoropyridin-4-yl)-2-propylpyrazolo[1,5-a]pyridine (109 mg, 0.42 mmol) in tetrahydrofuran (5 mL) was cooled to −78° C. Butyllithium (0.4 mL, 1.6 M in hexane, 0.64 mmol) was added dropwise and the resultant solution was stirred at −78° C. for 45 minutes. Carbon tetrachloride (0.3 mL) was added and the mixture was stirred at −78° C. for 30 minutes and then quenched byt the addition of methanol while cold. Upon warming to room temperature water and ether were added and the layer... Reaction conditions: temperature -78 celsius, time 30 minute. As a reaction SMILES: [F:1][C:2]1[CH:7]=[C:6]([C:8]2[C:9]([CH2:17][CH2:18][CH3:19])=[N:10][N:11]3[CH:16]=[CH:15][CH:14]=[CH:13][C:12]=23)[CH:5]=[CH:4][N:3]=1.C([Li])CCC.C(Cl)(Cl)(Cl)[Cl:26]>O1CCCC1>[Cl:26][C:16]1[N:11]2[N:10]=[C:9]([CH2:17][CH2:18][CH3:19])[C:8]([C:6]3[CH:5]=[CH:4][N:3]=[C:2]([F:1])[CH:7]=3)=[C:12]2[CH:13]=[CH:14][CH:15]=1. Starting materials: C(Cl)(Cl)(Cl)Cl (Carbon tetrachloride), FC1=NC=CC(=C1)C=1C(=NN2C1C=CC=C2)CCC (3-(2-fluoropyridin-4-yl)-2-propylpyrazolo[1,5-a]pyridine), resultant solution, C(CCC)[Li] (Butyllithium). Yield: 63.0%. The product is ClC1=CC=CC=2N1N=C(C2C2=CC(=NC=C2)F)CCC (7-chloro-3-(2-fluoropyridin-4-yl)-2-propylpyrazolo[1,5-a]pyridine). Run in O1CCCC1 (tetrahydrofuran). The reactants are CS(C)=O, CCOC(=O)c1sc(-n2ccc(Cl)cc2=O)nc1C, CCOC1CNCCC1NC(=O)c1nc(Cl)c(CC)[nH]1, Cl, [Na+], [Na+], O=C([O-])[O-]. The product is CCOC(=O)c1sc(-n2ccc(N3CCC(NC(=O)c4nc(Cl)c(CC)[nH]4)C(OCC)C3)cc2=O)nc1C. As a reaction SMILES: [CH3:47][S:48]([CH3:49])=[O:50].[Cl:22][c:23]1[cH:24][c:25](=[O:40])[n:26](-[c:29]2[s:30][c:31]([C:35](=[O:36])[O:37][CH2:38][CH3:39])[c:32]([CH3:34])[n:33]2)[cH:27][cH:28]1.[Cl:2][c:3]1[n:4][c:5]([C:10](=[O:11])[NH:12][CH:13]2[CH:14]([O:19][CH2:20][CH3:21])[CH2:15][NH:16][CH2:17][CH2:18]2)[nH:6][c:7]1[CH2:8][CH3:9].[ClH:1].[Na+:41].[Na+:42].[O-:43][C:44](=[O:45])[O-:46]>>[Cl:2][c:3]1[n:4][c:5]([C:10](=[O:11])[NH:12][CH:13]2[CH:14]([O:19][CH2:20][CH3:21])[CH2:15][N:16]([c:23]3[cH:24][c:25](=[O:40])[n:26](-[c:29]4[s:30][c:31]([C:35](=[O:36])[O:37][CH2:38][CH3:39])[c:32]([CH3:34])[n:33]4)[cH:27][cH:28]3)[CH2:17][CH2:18]2)[nH:6][c:7]1[CH2:8][CH3:9].